From a dataset of the Open Reaction Database (ORD), a public repository of structured organic reaction records. describe an organic reaction: reactants, conditions, products, and yield Reactants: O=C([O-])[O-], CC(=O)[O-], CC(=O)[O-], [Cs+], [Cs+], OB(O)c1cccnc1F, CC(C)S(=O)(=O)NC1Cc2ccc(I)cc2C1, C1COCCO1, [Pd+2], c1ccc(P(c2ccccc2)c2ccccc2)cc1. Product: CC(C)S(=O)(=O)NC1Cc2ccc(-c3cccnc3F)cc2C1. RXN SMILES: [C:18](=[O:19])([O-:20])[O-:21].[C:53]([O-:54])(=[O:55])[CH3:56].[C:58]([O-:59])(=[O:60])[CH3:61].[Cs+:22].[Cs+:23].[F:24][c:25]1[n:26][cH:27][cH:28][cH:29][c:30]1[B:31]([OH:32])[OH:33].[I:1][c:2]1[cH:3][c:4]2[c:8]([cH:9][cH:10]1)[CH2:7][CH:6]([NH:11][S:12](=[O:13])(=[O:14])[CH:15]([CH3:16])[CH3:17])[CH2:5]2.[O:62]1[CH2:63][CH2:64][O:65][CH2:66][CH2:67]1.[Pd+2:57].[c:34]1([P:35]([c:36]2[cH:37][cH:38][cH:39][cH:40][cH:41]2)[c:42]2[cH:43][cH:44][cH:45][cH:46][cH:47]2)[cH:48][cH:49][cH:50][cH:51][cH:52]1>>[c:2]1(-[c:30]2[c:25]([F:24])[n:26][cH:27][cH:28][cH:29]2)[cH:3][c:4]2[c:8]([cH:9][cH:10]1)[CH2:7][CH:6]([NH:11][S:12](=[O:13])(=[O:14])[CH:15]([CH3:16])[CH3:17])[CH2:5]2. Starting materials: C(=O)(O)[C@H](CCC1=CC=CC=C1)N[C@@H](CCCCN)C(=O)N1[C@H](C(=O)O)CCC1 (N-[N2 (1(S)-carboxy-3-phenylpropyl)-L-lysyl]-L-proline), C(C=O)(=O)N (glyoxylic acid amide), C(CO)(=O)N (glycolamide), [Cr](=O)(=O)([O-])O[Cr](=O)(=O)[O-] (dichromate). Reagents/catalysts: [Pd] (Pd on carbon). Product: C(=O)(O)[C@H](CCC1=CC=CC=C1)N[C@@H](CCCCNCC(N)=O)C(=O)N1[C@H](C(=O)O)CCC1 (N-[N2 -(1(S)-carboxy-3-phenylpropyl)-N6 -carbamoylmethyl-L-lysyl]-L-proline). Reaction SMILES: [C:1]([C@@H:4]([NH:13][C@H:14]([C:20]([N:22]1[CH2:29][CH2:28][CH2:27][C@H:23]1[C:24]([OH:26])=[O:25])=[O:21])[CH2:15][CH2:16][CH2:17][CH2:18][NH2:19])[CH2:5][CH2:6][C:7]1[CH:12]=[CH:11][CH:10]=[CH:9][CH:8]=1)([OH:3])=[O:2].[C:30]([NH2:34])(=[O:33])[CH:31]=O.C(N)(=O)CO.[Cr](O[Cr]([O-])(=O)=O)([O-])(=O)=O>[Pd]>[C:1]([C@@H:4]([NH:13][C@H:14]([C:20]([N:22]1[CH2:29][CH2:28][CH2:27][C@H:23]1[C:24]([OH:26])=[O:25])=[O:21])[CH2:15][CH2:16][CH2:17][CH2:18][NH:19][CH2:31][C:30](=[O:33])[NH2:34])[CH2:5][CH2:6][C:7]1[CH:8]=[CH:9][CH:10]=[CH:11][CH:12]=1)([OH:3])=[O:2]. Procedure: In the manner described above in Example 1, N-[N2 (1(S)-carboxy-3-phenylpropyl)-L-lysyl]-L-proline and glyoxylic acid amide (which can be prepared by the oxidation of glycolamide with pyridinum dichromate) were hydrogenated in the presence of 10% Pd on carbon catalyst to yield N-[N2 -(1(S)-carboxy-3-phenylpropyl)-N6 -carbamoylmethyl-L-lysyl]-L-proline. The reactants are CC1=CN(C(=O)NC1=O)[C@H]2C[C@@H]([C@H](O2)CO)N=[N+]=[N-] (AZT), acid chloride, N1=CC=CC=C1 (pyridine). The product is CCCCC/C=C\C/C=C\CCCCCCCC(=O)OC[C@@H]1[C@H](C[C@@H](O1)N2C=C(C(=O)NC2=O)C)N=[N+]=[N-] (LA-AZT). RXN SMILES: [CH3:1][C:2]1[C:8](=[O:9])[NH:7][C:5](=[O:6])[N:4]([C@@H:10]2[O:14][C@H:13]([CH2:15][OH:16])[C@@H:12]([N:17]=[N+:18]=[N-:19])[CH2:11]2)[CH:3]=1.N1[CH:25]=[CH:24][CH:23]=[CH:22][CH:21]=1>>[CH3:21][CH2:22][CH2:23][CH2:24][CH2:25]/[CH:25]=[CH:24]\[CH2:23]/[CH:22]=[CH:21]\[CH2:25][CH2:24][CH2:23][CH2:22][CH2:21][CH2:1][CH2:2][C:8]([O:16][CH2:15][C@H:13]1[O:14][C@@H:10]([N:4]2[C:5](=[O:6])[NH:7][C:8](=[O:9])[C:2]([CH3:1])=[CH:3]2)[CH2:11][C@@H:12]1[N:17]=[N+:18]=[N-:19])=[O:9]. Reported procedure: The procedure for this preparation is exactly as above. The quantities used were as follows: AZT, 0.723 g, 2.70 mmol. LA acid chloride, 1.3 g, 4.36 mmol. 10 ml of anhydrous pyridine. Yield, 54% (0.770 g, 1.458 mmol). Starting materials: Cl (Hydrogen chloride), Cl (hydrochloric acid), C=O (paraformaldehyde), C1(=CC(=CC=C1)C)C (m-xylene). Procedure details: Hydrogen chloride was introduced at 70° C. for 5 hours into a mixture of 106 g of m-xylene, 531 g of 16N hydrochloric acid and 39 g of paraformaldehyde. Subsequently, the organic phase was separated off and distilled. In the boiling range of from 96° C. to 100° C. at a pressure of 16 mb, 105 g (0.68 moles) of 2,4-dimethylbenzyl chloride, corresponding to 65% of the theoretical yield, were obtained. Product: 16, CC1=C(CCl)C=CC(=C1)C (2,4-dimethylbenzyl chloride). As a reaction SMILES: [ClH:1].[CH2:2]=O.[C:4]1([CH3:11])[CH:9]=[CH:8][CH:7]=[C:6]([CH3:10])[CH:5]=1>>[CH3:11][C:4]1[CH:5]=[C:6]([CH3:10])[CH:7]=[CH:8][C:9]=1[CH2:2][Cl:1]. Reactants: ClC=1C=C(C=CC1Cl)NC=1OC(=NN1)COC1=CC=C(C=C1)[N+](=O)[O-] (N-(3,4-dichlorophenyl)-5-((4-nitrophenoxy)methyl)-1,3,4-oxadiazol-2-amine), CO (methanol), [Cl-].[NH4+] (ammonium chloride). The reagents and catalysts are [Fe] (iron). Run in O (water). Yields the product NC1=CC=C(OCC2=NN=C(O2)NC2=CC(=C(C=C2)Cl)Cl)C=C1 (5-((4-aminophenoxy)methyl)-N-(3,4-dichlorophenyl)-1,3,4-oxadiazol-2-amine). The yield is 86.7%. As a reaction SMILES: [Cl:1][C:2]1[CH:3]=[C:4]([NH:9][C:10]2[O:11][C:12]([CH2:15][O:16][C:17]3[CH:22]=[CH:21][C:20]([N+:23]([O-])=O)=[CH:19][CH:18]=3)=[N:13][N:14]=2)[CH:5]=[CH:6][C:7]=1[Cl:8].CO.[Cl-].[NH4+]>O.[Fe]>[NH2:23][C:20]1[CH:21]=[CH:22][C:17]([O:16][CH2:15][C:12]2[O:11][C:10]([NH:9][C:4]3[CH:5]=[CH:6][C:7]([Cl:8])=[C:2]([Cl:1])[CH:3]=3)=[N:14][N:13]=2)=[CH:18][CH:19]=1 |f:2.3|. Procedure: To a stirred solution of N-(3,4-dichlorophenyl)-5-((4-nitrophenoxy)methyl)-1,3,4-oxadiazol-2-amine (150 mg, 0.394 mmol) in water (20 mL)/methanol (20 mL), ammonium chloride (211 mg, 3.94 mmol) and iron powder (176 mg, 3.15 mmol) were added and heated to reflux for 4 hours. The reaction mixture was passed though Celite. Solvent was removed under vacuum to obtain 5-((4-aminophenoxy)methyl)-N-(3,4-dichlorophenyl)-1,3,4-oxadiazol-2-amine (0.12 g, 87%). 1H NMR: 400 MHZ, DMSO-d6: δ 5.16 (s, 2H), 5.60 ... Reactants: ClC1=NC(=CC(=C1)I)Cl (2,6-dichloro-4-iodopyridine), NCC1CN(CCC1)C(=O)OCC1=CC=CC=C1 (benzyl 3-(aminomethyl)piperidine-1-carboxylate). Reagents/catalysts: C(C)(C)N(CC)C(C)C (diisopropylethyl amine). Run in O1CCOCC1 (dioxane). Reaction conditions: temperature 150 celsius. The product is ClC1=CC(=CC(=N1)NCC1CN(CCC1)C(=O)OCC1=CC=CC=C1)I (benzyl 3-((6-chloro-4-iodopyridin-2-ylamino)methyl)piperidine-1-carboxylate). As a reaction SMILES: Cl[C:2]1[CH:7]=[C:6]([I:8])[CH:5]=[C:4]([Cl:9])[N:3]=1.[NH2:10][CH2:11][CH:12]1[CH2:17][CH2:16][CH2:15][N:14]([C:18]([O:20][CH2:21][C:22]2[CH:27]=[CH:26][CH:25]=[CH:24][CH:23]=2)=[O:19])[CH2:13]1>O1CCOCC1.C(N(C(C)C)CC)(C)C>[Cl:9][C:4]1[N:3]=[C:2]([NH:10][CH2:11][CH:12]2[CH2:17][CH2:16][CH2:15][N:14]([C:18]([O:20][CH2:21][C:22]3[CH:23]=[CH:24][CH:25]=[CH:26][CH:27]=3)=[O:19])[CH2:13]2)[CH:7]=[C:6]([I:8])[CH:5]=1. Procedure details: To a mixture of 2,6-dichloro-4-iodopyridine (1.5 g, 5.5 mmol) and benzyl 3-(aminomethyl)piperidine-1-carboxylate (2.7 g, 11 mmol) in dioxane (10 mL) in a microwave tube was added ten drops of diisopropylethyl amine and sealed. The tube was heated at 150° C. for 72 hours. The reaction mixture was cooled to room temperature and concentrated, the residue was purified by flash chromatography eluting with EtOAc/hexane=1:3 to 1:2 to give the title compound. Yield: 1.0 g (38%). MS (DCI/NH3) m/z 486 (M+... Reactants: N12C[C@@H](C(CC1)CC2)OC(=O)C2(CCCCCC2)C2=CC=CC=C2 (1-Phenyl-cycloheptanecarboxylic acid (R)-(1-aza-bicyclo[2.2.2]oct-3-yl)ester), BrCC(=O)NC=1N=NC(=CC1)C (2-bromo-N-(6-methyl-pyridazin-3-yl)-acetamide), Example 49a. Run in CC#N (MeCN). Yields the product [Br-].CC1=CC=C(N=N1)NC(=O)C[N+]12C[C@@H](C(CC1)CC2)OC(=O)C2(CCCCCC2)C2=CC=CC=C2 ((R)-1-[(6-Methyl-pyridazin-3-ylcarbamoyl)-methyl]-3-(1-phenyl-cycloheptanecarbonyloxy)-1-azonia-bicyclo[2.2.2]octane bromide). As a reaction SMILES: [N:1]12[CH2:8][CH2:7][CH:4]([CH2:5][CH2:6]1)[C@@H:3]([O:9][C:10]([C:12]1([C:19]3[CH:24]=[CH:23][CH:22]=[CH:21][CH:20]=3)[CH2:18][CH2:17][CH2:16][CH2:15][CH2:14][CH2:13]1)=[O:11])[CH2:2]2.[Br:25][CH2:26][C:27]([NH:29][C:30]1[N:31]=[N:32][C:33]([CH3:36])=[CH:34][CH:35]=1)=[O:28]>CC#N>[Br-:25].[CH3:36][C:33]1[N:32]=[N:31][C:30]([NH:29][C:27]([CH2:26][N+:1]23[CH2:8][CH2:7][CH:4]([CH2:5][CH2:6]2)[C@@H:3]([O:9][C:10]([C:12]2([C:19]4[CH:20]=[CH:21][CH:22]=[CH:23][CH:24]=4)[CH2:18][CH2:17][CH2:16][CH2:15][CH2:14][CH2:13]2)=[O:11])[CH2:2]3)=[O:28])=[CH:35][CH:34]=1 |f:3.4|. Procedure details: 1-Phenyl-cycloheptanecarboxylic acid (R)-(1-aza-bicyclo[2.2.2]oct-3-yl)ester (Example 14e) (0.20 mmol) and 2-bromo-N-(6-methyl-pyridazin-3-yl)-acetamide (Example 49a (0.20 mmol) were stirred together in anhydrous MeCN at room temperature for 18 hours. The reaction mixture was concentrated in vacuo and the yellow solid purified by flash silica gel column chromatography eluting with 0-15% MeOH/dichloromethane to give the title compound (65 mg) as a tan solid.